describe an organic reaction: reactants, conditions, products, and yield From a dataset of the Open Reaction Database (ORD), a public repository of structured organic reaction records. The reactants are COc1c(I)cc(C(=O)N2CS(=O)(=O)c3ccccc32)cc1C#N, CN(C)C=O, [Cl-], Cl, [Li+]. As a reaction SMILES: [C:1](#[N:2])[c:3]1[cH:4][c:5]([C:6](=[O:7])[N:8]2[CH2:9][S:10](=[O:17])(=[O:18])[c:11]3[c:12]2[cH:13][cH:14][cH:15][cH:16]3)[cH:19][c:20]([I:24])[c:21]1[O:22][CH3:23].[CH3:28][N:29]([CH3:30])[CH:31]=[O:32].[Cl-:26].[ClH:27].[Li+:25]>>[C:1](#[N:2])[c:3]1[cH:4][c:5]([C:6](=[O:7])[N:8]2[CH2:9][S:10](=[O:17])(=[O:18])[c:11]3[c:12]2[cH:13][cH:14][cH:15][cH:16]3)[cH:19][c:20]([I:24])[c:21]1[OH:22]. Product: N#Cc1cc(C(=O)N2CS(=O)(=O)c3ccccc32)cc(I)c1O. Reactants: P(=O)([O-])([O-])[O-].[K+].[K+].[K+] (potassium phosphate), N1=CC=CC=C1 (pyridine), C[Si](OS(=O)(=O)Cl)(C)C (trimethylsilyloxysulfonyl chloride), solution, P(=O)([O-])([O-])[O-].[K+].[K+].[K+] (potassium phosphate), C(C)(C)(C)OC(=O)N[C@@H]1C(N[C@H]1CC)=O ((trans)-3-t-Butoxycarbonylamino-4-ethyl-2-azetidinone), N1=CC=CC=C1 (pyridine). Run in O (water), ClCCl (dichloromethane), ClCCl (dichloromethane). Reaction conditions: time 10 minute. Product: C(CCC)[N+](CCCC)(CCCC)CCCC.C(C)(C)(C)OC(=O)N[C@@H]1C(N([C@H]1CC)S(=O)(=O)[O-])=O ((trans)-3-t-Butoxycarbonylamino-4-ethyl-2-oxo-1-azetidinesulfonic acid, tetrabutylammonium salt). Reaction SMILES: [N:1]1[CH:6]=[CH:5][CH:4]=[CH:3][CH:2]=1.C[Si](C)(C)[O:9][S:10](Cl)(=[O:12])=[O:11].[C:16]([O:20][C:21]([NH:23][C@H:24]1[C@H:27]([CH2:28][CH3:29])[NH:26][C:25]1=[O:30])=[O:22])([CH3:19])([CH3:18])[CH3:17].P([O-])([O-])([O-])=O.[K+].[K+].[K+]>ClCCl.O>[CH2:25]([N+:1]([CH2:2][CH2:17][CH2:16][CH3:18])([CH2:6][CH2:5][CH2:4][CH3:3])[CH2:29][CH2:28][CH2:27][CH3:24])[CH2:24][CH2:27][CH3:28].[C:16]([O:20][C:21]([NH:23][C@H:24]1[C@H:27]([CH2:28][CH3:29])[N:26]([S:10]([O-:9])(=[O:12])=[O:11])[C:25]1=[O:30])=[O:22])([CH3:19])([CH3:18])[CH3:17] |f:3.4.5.6,9.10|. Reported procedure: To 2 ml of absolute pyridine in 20 ml of dry dichloromethane is added trimethylsilyloxysulfonyl chloride (3.7 ml) in 5 ml of dry dichloromethane. The addition is accomplished at -30° C., under nitrogen, over a 10 minute period. After stirring at ambient temperature for 30 minutes, the flask is evacuated to yield a pyridine-sulfur trioxide complex. (trans)-3-t-Butoxycarbonylamino-4-ethyl-2-azetidinone (2.67 g) and 20 ml of dry pyridine are added to the flask which is then placed in an oil bath pr...